Dataset: the Open Reaction Database (ORD), a public repository of structured organic reaction records. Task: describe an organic reaction: reactants, conditions, products, and yield The reactants are Cl (HCl), C(#N)CCCN1CCN(CC1)C(=O)OCC (ethyl 4-(3-cyanopropyl)-piperazine-1-carboxylate), cobaltous chloride hexahydrate, [BH4-].[Na+] (sodium borohydride). The solvent is CO (methanol). Yields the product NCCCCN1CCN(CC1)C(=O)OCC (ethyl 4-(4-aminobutyl)-piperazine-1-carboxylate). Yield: 14.7%. RXN SMILES: [C:1]([CH2:3][CH2:4][CH2:5][N:6]1[CH2:11][CH2:10][N:9]([C:12]([O:14][CH2:15][CH3:16])=[O:13])[CH2:8][CH2:7]1)#[N:2].[BH4-].[Na+].Cl>CO>[NH2:2][CH2:1][CH2:3][CH2:4][CH2:5][N:6]1[CH2:7][CH2:8][N:9]([C:12]([O:14][CH2:15][CH3:16])=[O:13])[CH2:10][CH2:11]1 |f:1.2|. Reported procedure: A solution of 200 g of ethyl 4-(3-cyanopropyl)-piperazine-1-carboxylate and 20 g of cobaltous chloride hexahydrate in 2 liters of methanol was cooled in ice and 125 g of sodium borohydride were added in portions with stirring at a temperature of less than 10° C. When the addition was complete, the mixture was stirred at 20° C. for 16 hours and then ~300 ml of concentrated HCl were added thereto until the black suspension turned blue. The solvent was removed under vacuum and the residue was disso...